This data is from the Open Reaction Database (ORD), a public repository of structured organic reaction records. The task is: describe an organic reaction: reactants, conditions, products, and yield Reported procedure: To a solution of ethyl 1-(3-methoxypropyl)-3-vinyl-1H-pyrrolo[3,2-c]pyridine-6-carboxylate (460 mg) in ethanol (9 mL) was added 10% palladium on carbon (92 mg), and the mixture was stirred under hydrogen for 1 hour. An insoluble was filtered off, and then the filtrate was concentrated under reduced pressure. The resulting residue was purified by silica gel column chromatography (eluent: n-hexane/ethyl acetate=9/1→1/1) to give ethyl 3-ethyl-1-(3-methoxypropyl)-1H-pyrrolo[3,2-c]pyridine-6-carboxyl... The solvent is C(C)O (ethanol). Starting materials: COCCCN1C=C(C=2C=NC(=CC21)C(=O)OCC)C=C (ethyl 1-(3-methoxypropyl)-3-vinyl-1H-pyrrolo[3,2-c]pyridine-6-carboxylate). Run at time 1 hour. The yield is 63.5%. Reagents/catalysts: [Pd] (palladium on carbon). Yields the product C(C)C1=CN(C2=C1C=NC(=C2)C(=O)OCC)CCCOC (ethyl 3-ethyl-1-(3-methoxypropyl)-1H-pyrrolo[3,2-c]pyridine-6-carboxylate). RXN SMILES: [CH3:1][O:2][CH2:3][CH2:4][CH2:5][N:6]1[C:14]2[CH:13]=[C:12]([C:15]([O:17][CH2:18][CH3:19])=[O:16])[N:11]=[CH:10][C:9]=2[C:8]([CH:20]=[CH2:21])=[CH:7]1>C(O)C.[Pd]>[CH2:20]([C:8]1[C:9]2[CH:10]=[N:11][C:12]([C:15]([O:17][CH2:18][CH3:19])=[O:16])=[CH:13][C:14]=2[N:6]([CH2:5][CH2:4][CH2:3][O:2][CH3:1])[CH:7]=1)[CH3:21]. Starting materials: C1CCOC1 (THF), [OH-].[Na+] (NaOH), COC1=CC(=C(C=C1)CC(=O)NC=1C=CC(=NC1)C(=O)OC)C(F)(F)F (methyl 5-(2-(4-methoxy-2-(trifluoromethyl)phenyl)acetamido)picolinate). Solvent: CO (MeOH). Run at time 8 hour. Yields the product COC1=CC(=C(C=C1)CC(=O)NC=1C=CC(=NC1)C(=O)O)C(F)(F)F (5-(2-(4-methoxy-2-(trifluoromethyl)phenyl)acetamido)picolinic acid). Isolated yield 67.0%. Reaction SMILES: [CH3:1][O:2][C:3]1[CH:8]=[CH:7][C:6]([CH2:9][C:10]([NH:12][C:13]2[CH:14]=[CH:15][C:16]([C:19]([O:21]C)=[O:20])=[N:17][CH:18]=2)=[O:11])=[C:5]([C:23]([F:26])([F:25])[F:24])[CH:4]=1.C1COCC1.[OH-].[Na+]>CO>[CH3:1][O:2][C:3]1[CH:8]=[CH:7][C:6]([CH2:9][C:10]([NH:12][C:13]2[CH:14]=[CH:15][C:16]([C:19]([OH:21])=[O:20])=[N:17][CH:18]=2)=[O:11])=[C:5]([C:23]([F:25])([F:26])[F:24])[CH:4]=1 |f:2.3|. Reported procedure: Prepared using General Procedure 9: To a stirred solution of methyl 5-(2-(4-methoxy-2-(trifluoromethyl)phenyl)acetamido)picolinate INT-14 (74 mg, 0.2 mmol) in MeOH (1 mL) and THF (4 mL) was added 2 N NaOH (1 mL). The reaction mixture was stirred at room temperature overnight then concentrated. The residue was diluted with water (1 mL) and acidified with 1 N HCl to a pH of 2. The resulting precipitate was isolated by filtration and the filter cake was washed with water. Crude product was dried un... Starting materials: C(C)OC(C(C=C(CCOC)CP(=O)(O)O)N)=O (2-amino-6-methoxy-4-phosphonomethyl-hex-3-enoic acid ethyl ester). Run in O (water). Product: NC(C(=O)O)C=C(CCOC)CP(=O)(O)O (2-amino-6-methoxy-4-phosphonomethyl-hex-3-enoic acid). Reaction SMILES: C([O:3][C:4](=[O:18])[CH:5]([NH2:17])[CH:6]=[C:7]([CH2:12][P:13]([OH:16])([OH:15])=[O:14])[CH2:8][CH2:9][O:10][CH3:11])C>O>[NH2:17][CH:5]([CH:6]=[C:7]([CH2:12][P:13]([OH:16])([OH:15])=[O:14])[CH2:8][CH2:9][O:10][CH3:11])[C:4]([OH:18])=[O:3]. Reported procedure: 0.98 g (3.5 mmol) of 2-amino-6-methoxy-4-phosphonomethyl-hex-3-enoic acid ethyl ester is heated under reflux in 7 ml of water for 17 hours. The reaction mixture is concentrated by evaporation and crystallised from a mixture of water and ethanol. 2-amino-6-methoxy-4-phosphonomethyl-hex-3-enoic acid having a melting point of 214° C. (decomp.) is obtained.